Dataset: the Open Reaction Database (ORD), a public repository of structured organic reaction records. Task: describe an organic reaction: reactants, conditions, products, and yield Reactants: BrC=1C=C(C=NC1)N (5-bromopyridin-3-amine), N1C=NC=C1 (Imidazole), C([O-])([O-])=O.[Cs+].[Cs+] (cesium carbonate), CN[C@H]1[C@@H](CCCC1)NC (trans-N,N′-dimethylcyclohexane-1,2-diamine). Reagents/catalysts: [Cu](I)I (copper iodide). Solvent: CN(C(C)=O)C (N,N-dimethylacetamide), O (water). Run at temperature 150 celsius, time 14.5 hour. Yields the product N1(C=NC=C1)C=1C=C(C=NC1)N (5-(1H-imidazol-1-yl)pyridin-3-amine). Isolated yield 31.0%. Reaction SMILES: [NH:1]1[CH:5]=[CH:4][N:3]=[CH:2]1.C(=O)([O-])[O-].[Cs+].[Cs+].C[NH:13][C@@H:14]1[CH2:19][CH2:18]CC[C@H:15]1[NH:20][CH3:21].BrC1C=C(N)C=NC=1>[Cu](I)I.O.CN(C)C(=O)C>[N:1]1([C:18]2[CH:19]=[C:14]([NH2:13])[CH:15]=[N:20][CH:21]=2)[CH:5]=[CH:4][N:3]=[CH:2]1 |f:1.2.3|. Reported procedure: Imidazole (42 mg), cesium carbonate (340 mg), trans-N,N′-dimethylcyclohexane-1,2-diamine (74 mg), and copper iodide (50 mg) were added to a tube containing a N,N-dimethylacetamide (2 ml) solution containing 5-bromopyridin-3-amine (90 mg) in a nitrogen atmosphere and the tube was sealed, followed by stirring at 150° C. for 14.5 hours. The reaction solution was adjusted to room temperature, and water was added, followed by extraction with ethyl acetate. The resultant was washed with saturated sali... Reactants: FC(C=1NC2=CC=CC=C2C1)(F)F (2-trifluoromethyl-(1H)-indole), P(=O)([O-])(O)O.[Na+] (monosodium phosphate), suspension, [H-].[Na+] (sodium hydride), C(C1=CC=CC=C1)Br (benzyl bromide). The solvent is O1CCCC1 (tetrahydrofuran), O (water), O1CCCC1 (tetrahydrofuran). Conditions: temperature 0 celsius, time 15 minute. Yields the product C(C1=CC=CC=C1)N1C(=CC2=CC=CC=C12)C(F)(F)F (1-benzyl-2-trifluoromethyl-(1H)-indole). Reaction SMILES: [F:1][C:2]([F:13])([F:12])[C:3]1[NH:4][C:5]2[C:10]([CH:11]=1)=[CH:9][CH:8]=[CH:7][CH:6]=2.[H-].[Na+].[CH2:16](Br)[C:17]1[CH:22]=[CH:21][CH:20]=[CH:19][CH:18]=1.P(O)(O)([O-])=O.[Na+]>O1CCCC1.O>[CH2:16]([N:4]1[C:5]2[C:10](=[CH:9][CH:8]=[CH:7][CH:6]=2)[CH:11]=[C:3]1[C:2]([F:1])([F:12])[F:13])[C:17]1[CH:22]=[CH:21][CH:20]=[CH:19][CH:18]=1 |f:1.2,4.5|. Procedure: 8.6 g of 2-trifluoromethyl-(1H)-indole and 100 ml of tetrahydrofuran were mixed together under an inert atmosphere and cooled to 0° C. Over 15 minutes, about 2.4 g of a suspension of sodium hydride at 50% in oil was added in small fractions and 6.5 ml of benzyl bromide in solution in 10 ml of tetrahydrofuran were introduced over 5 minutes. The mixture was stirred for 42 hours at ambient temperature and then was poured into water saturated with monosodium phosphate. The mixture was extracted with... Starting materials: C1CC(=O)N(C1=O)Br (NBS), ClC=1C(=C(C=CC1)N1C(C=2N(C=CC2C1=O)C(C)C)C1=C(C=C(C=C1)Cl)C)F (5-(3-chloro-2-fluoro-phenyl)-6-(4-chloro-2-methyl-phenyl)-1-isopropyl-5,6-dihydro-1H-pyrrolo[3,4-b]pyrrol-4-one). Run in C(Cl)(Cl)(Cl)Cl (CCl4), CCOC(=O)C (EtOAc). Reaction conditions: time 1.5 hour. Yields the product BrC1=CC2=C(N1C(C)C)C(N(C2=O)C2=C(C(=CC=C2)Cl)F)C2=C(C=C(C=C2)Cl)C (2-Bromo-5-(3-chloro-2-fluoro-phenyl)-6-(4-chloro-2-methyl-phenyl)-1-isopropyl-5,6-dihydro-1H-pyrrolo[3,4-b]pyrrol-4-one). RXN SMILES: C1C(=O)N([Br:8])C(=O)C1.[Cl:9][C:10]1[C:11]([F:36])=[C:12]([N:16]2[C:23](=[O:24])[C:22]3[CH:21]=[CH:20][N:19]([CH:25]([CH3:27])[CH3:26])[C:18]=3[CH:17]2[C:28]2[CH:33]=[CH:32][C:31]([Cl:34])=[CH:30][C:29]=2[CH3:35])[CH:13]=[CH:14][CH:15]=1>C(Cl)(Cl)(Cl)Cl.CCOC(C)=O>[Br:8][C:20]1[N:19]([CH:25]([CH3:27])[CH3:26])[C:18]2[CH:17]([C:28]3[CH:33]=[CH:32][C:31]([Cl:34])=[CH:30][C:29]=3[CH3:35])[N:16]([C:12]3[CH:13]=[CH:14][CH:15]=[C:10]([Cl:9])[C:11]=3[F:36])[C:23](=[O:24])[C:22]=2[CH:21]=1. Procedure details: NBS (1.926 mmol) was added to a mixture of 5-(3-chloro-2-fluoro-phenyl)-6-(4-chloro-2-methyl-phenyl)-1-isopropyl-5,6-dihydro-1H-pyrrolo[3,4-b]pyrrol-4-one (Step A1) (1.965 mmol) in CCl4 (65 mL). After 1.5 h, the reaction mixture was diluted with EtOAc and successively washed with a saturated aqueous solution of NaHCO3, water and brine, dried (Na2SO4), filtered and concentrated. The residue was purified using a RediSep® silica gel column to afford the title compound as a white solid. tR: 5.69 min... RXN SMILES: [Br:10][c:11]1[cH:12][cH:13][c:14]([CH:17]=[O:18])[cH:15][n:16]1.[CH3:25][CH2:26][O:27][C:28]([CH3:29])=[O:30].[H-:9].[Na+:8].[O:20]=[CH:21][N:22]([CH3:23])[CH3:24].[OH2:19].[SH:1][c:2]1[cH:3][cH:4][n:5][cH:6][cH:7]1>>[S:1]([c:2]1[cH:3][cH:4][n:5][cH:6][cH:7]1)[c:11]1[cH:12][cH:13][c:14]([CH:17]=[O:18])[cH:15][n:16]1. Starting materials: O=Cc1ccc(Br)nc1, CCOC(C)=O, [H-], [Na+], CN(C)C=O, O, Sc1ccncc1. Product: O=Cc1ccc(Sc2ccncc2)nc1. The reactants are CC(=O)O, O=C(Cl)CCl, Nc1ccc(OC(F)(F)F)cc1-c1ncn[nH]1, O. Yields the product O=C(CCl)Nc1ccc(OC(F)(F)F)cc1-c1ncn[nH]1. RXN SMILES: [CH3:24][C:25](=[O:26])[OH:27].[Cl:18][CH2:19][C:20](=[O:21])[Cl:22].[F:1][C:2]([O:3][c:4]1[cH:5][c:6](-[c:11]2[nH:12][n:13][cH:14][n:15]2)[c:7]([NH2:10])[cH:8][cH:9]1)([F:16])[F:17].[OH2:23]>>[F:1][C:2]([O:3][c:4]1[cH:5][c:6](-[c:11]2[nH:12][n:13][cH:14][n:15]2)[c:7]([NH:10][C:20]([CH2:19][Cl:18])=[O:21])[cH:8][cH:9]1)([F:16])[F:17]. The reactants are ClCCl (dichloromethane), C([O-])([O-])=O.[K+].[K+] (potassium carbonate), FC1=C(C=C(CBr)C=C1)OC1=CC=CC=C1 (4-fluoro-3-phenoxybenzyl bromide), CC1=NC=C(C=N1)C(C(=O)O)C(C)(C)C ((RS)-2-(2-methylpyrimidin-5-yl)-3,3-dimethylbutanoic acid). Run in CC(=O)C (acetone), C(C)(=O)OCC (ethyl acetate). Conditions: time 6 hour. Yields the product CC1=NC=C(C=N1)C(C(=O)OCC1=CC(=C(C=C1)F)OC1=CC=CC=C1)C(C)(C)C (4-fluoro-3-phenoxybenzyl (RS)-2-(2-methylpyrimidin-5-yl)-3,3-dimethylbutanoate). The yield is 56.8%. As a reaction SMILES: C(=O)([O-])[O-].[K+].[K+].[F:7][C:8]1[CH:15]=[CH:14][C:11]([CH2:12]Br)=[CH:10][C:9]=1[O:16][C:17]1[CH:22]=[CH:21][CH:20]=[CH:19][CH:18]=1.[CH3:23][C:24]1[N:29]=[CH:28][C:27]([CH:30]([C:34]([CH3:37])([CH3:36])[CH3:35])[C:31]([OH:33])=[O:32])=[CH:26][N:25]=1.ClCCl>CC(C)=O.C(OCC)(=O)C>[CH3:23][C:24]1[N:29]=[CH:28][C:27]([CH:30]([C:34]([CH3:37])([CH3:36])[CH3:35])[C:31]([O:33][CH2:12][C:11]2[CH:14]=[CH:15][C:8]([F:7])=[C:9]([O:16][C:17]3[CH:22]=[CH:21][CH:20]=[CH:19][CH:18]=3)[CH:10]=2)=[O:32])=[CH:26][N:25]=1 |f:0.1.2|. Procedure details: Solid potassium carbonate (0.4 g) was added to a solution of 4-fluoro-3-phenoxybenzyl bromide (0.4 g) and (RS)-2-(2-methylpyrimidin-5-yl)-3,3-dimethylbutanoic acid (0.3 g) in acetone (20 cm3), and the mixture was stirred for a period of 6 hours. After standing for a further 2 days, the reaction mixture was filtered, the residue washed with acetone, and the combined filtrate and acetone washings concentrated by evaporation of the solvent under reduced pressure to give an orange oil. Column chroma... Starting materials: CC(C(CP(OC)(OC)=O)=O)CCCC (Dimethyl 3-methyl-2-oxoheptylphosphonate), C(=O)C1C(C2(OCCO2)CC1)CCCCCCCO (7-formyl-6-(7-hydroxyheptyl)-1,4-dioxaspiro[4,4]nonane), [H-].[Na+] (sodium hydride), [H][H] (hydrogen). The solvent is C(C)(=O)O (acetic acid), O1CCCC1 (tetrahydrofuran), O1CCCC1 (tetrahydrofuran), O1CCCC1 (tetrahydrofuran). Conditions: time 2 hour. Product: OCCCCCCCC1C2(OCCO2)CCC1C=CC(C(CCCC)C)=O (6-(7-hydroxyheptyl)-7-(4-methyl-3-oxooct-1-enyl)-1,4-dioxaspiro[4,4]nonane). As a reaction SMILES: [CH3:1][CH:2]([CH2:12][CH2:13][CH2:14][CH3:15])[C:3](=[O:11])[CH2:4]P(=O)(OC)OC.[H-].[Na+].[H][H].[CH:20]([CH:22]1[CH2:30][CH2:29][C:24]2([O:28][CH2:27][CH2:26][O:25]2)[CH:23]1[CH2:31][CH2:32][CH2:33][CH2:34][CH2:35][CH2:36][CH2:37][OH:38])=O>O1CCCC1.C(O)(=O)C>[OH:38][CH2:37][CH2:36][CH2:35][CH2:34][CH2:33][CH2:32][CH2:31][CH:23]1[CH:22]([CH:20]=[CH:4][C:3](=[O:11])[CH:2]([CH3:1])[CH2:12][CH2:13][CH2:14][CH3:15])[CH2:30][CH2:29][C:24]21[O:25][CH2:26][CH2:27][O:28]2 |f:1.2|. Reported procedure: Dimethyl 3-methyl-2-oxoheptylphosphonate (5.1 g.; prepared as described in the Specification of Netherlands Patent Application No. 7203126) in dry tetrahydrofuran (20 ml.) was added dropwise to a stirred suspension of sodium hydride (0.52 g.) in dry tetrahydrofuran (150 ml.) at ambient temperature under nitrogen. The reaction mixture was stirred at ambient temperature until hydrogen evolution had ceased, and then treated with a solution of 7-formyl-6-(7-hydroxyheptyl)-1,4-dioxaspiro[4,4]nonane (... Reactants: Cc1cc(CC(=O)OC(C)(C)C)ccc1NC(=O)Nc1c(Cl)cccc1Cl, ClCCl, O=C(O)C(F)(F)F. The product is Cc1cc(CC(=O)O)ccc1NC(=O)Nc1c(Cl)cccc1Cl. RXN SMILES: [Cl:1][c:2]1[c:3]([NH:9][C:10]([NH:11][c:12]2[c:13]([CH3:26])[cH:14][c:15]([CH2:18][C:19](=[O:20])[O:21][C:22]([CH3:23])([CH3:24])[CH3:25])[cH:16][cH:17]2)=[O:27])[c:4]([Cl:8])[cH:5][cH:6][cH:7]1.[Cl:35][CH2:36][Cl:37].[F:28][C:29]([F:30])([F:31])[C:32]([OH:33])=[O:34]>>[Cl:1][c:2]1[c:3]([NH:9][C:10]([NH:11][c:12]2[c:13]([CH3:26])[cH:14][c:15]([CH2:18][C:19](=[O:20])[OH:21])[cH:16][cH:17]2)=[O:27])[c:4]([Cl:8])[cH:5][cH:6][cH:7]1. Reactants: O=C1C(=C(OC1)NC1=CC=CC=C1)C(=O)OC (methyl 4-oxo-2-(phenylamino)-4,5-dihydrofuran-3-carboxylate), N1C=C(C2=CC=CN=C12)C=O (7-azaindole-3-carboxaldehyde), N1CCCCC1 (piperidine), ClCC(CC(=O)OC)=O (methyl 4-chloroacetoacetate), C1(=CC=CC=C1)N=C=O (phenyl isocyanate). Solvent: CO (methanol). Product: N1C=C(C=2C1=NC=CC2)C=C2C(C(=C(O2)N2CCCCC2)C(=O)OC)=O (Methyl 5-[(1H-pyrrolo[2,3-b]pyridin-3-yl)methylene]-4-oxo-2-piperidino-4,5-dihydrofuran-3-carboxylate). Isolated yield 10.6%. Reaction SMILES: [O:1]=[C:2]1[CH2:6][O:5][C:4]([NH:7][C:8]2[CH:13]=[CH:12][CH:11]=[CH:10]C=2)=[C:3]1[C:14]([O:16][CH3:17])=[O:15].ClCC(=O)CC(OC)=O.C1(N=C=O)C=CC=CC=1.[NH:36]1[C:44]2[C:39](=[CH:40][CH:41]=[CH:42][N:43]=2)[C:38]([CH:45]=O)=[CH:37]1.N1CCCCC1>CO>[NH:36]1[C:44]2=[N:43][CH:42]=[CH:41][CH:40]=[C:39]2[C:38]([CH:45]=[C:6]2[O:5][C:4]([N:7]3[CH2:8][CH2:13][CH2:12][CH2:11][CH2:10]3)=[C:3]([C:14]([O:16][CH3:17])=[O:15])[C:2]2=[O:1])=[CH:37]1. Reported procedure: To a solution of methyl 4-oxo-2-(phenylamino)-4,5-dihydrofuran-3-carboxylate (0.047 g, 0.20 mmol) which similarly prepared according to the procedure described in the Example 2, First step using methyl 4-chloroacetoacetate and phenyl isocyanate, and 7-azaindole-3-carboxaldehyde (0.029 g, 0.20 mmol) in methanol (1.0 mL), piperidine (0.022 mL, 0.22 mmol) was added at ambient temperature. The mixture was refluxed for 5 days. Cooled to ambient temperature, the precipitate was collected by filtration... Starting materials: ClC1=NC=C(C(=N1)NC1=CC(=CC=C1)O)F (2-chloro-5-fluoro-N4-(3-hydroxyphenyl)-4-pyrimidineamine), N1N=C(C=C1)C=1C=C(N)C=CC1 (3-(1H-pyrazol-3-yl)aniline). The product is FC=1C(=NC(=NC1)NC1=CC(=CC=C1)C1=NNC=C1)NC1=CC(=CC=C1)O (5-fluoro-N4-(3-hydroxyphenyl)-N2-[3-(1H-pyrazol-3-yl)phenyl]-2,4-pyrimidinediamine). As a reaction SMILES: Cl[C:2]1[N:7]=[C:6]([NH:8][C:9]2[CH:14]=[CH:13][CH:12]=[C:11]([OH:15])[CH:10]=2)[C:5]([F:16])=[CH:4][N:3]=1.[NH:17]1[CH:21]=[CH:20][C:19]([C:22]2[CH:23]=[C:24]([CH:26]=[CH:27][CH:28]=2)[NH2:25])=[N:18]1>>[F:16][C:5]1[C:6]([NH:8][C:9]2[CH:14]=[CH:13][CH:12]=[C:11]([OH:15])[CH:10]=2)=[N:7][C:2]([NH:25][C:24]2[CH:26]=[CH:27][CH:28]=[C:22]([C:19]3[CH:20]=[CH:21][NH:17][N:18]=3)[CH:23]=2)=[N:3][CH:4]=1. Procedure details: In like manner to the preparation of N4-(3-chloro-4-trifluoromethoxyphenyl)-5-fluoro-N2-(3-hydroxyphenyl)-2,4-pyrimidineamine, the reaction of 2-chloro-5-fluoro-N4-(3-hydroxyphenyl)-4-pyrimidineamine with 3-(1H-pyrazol-3-yl)aniline gave 5-fluoro-N4-(3-hydroxyphenyl)-N2-[3-(1H-pyrazol-3-yl)phenyl]-2,4-pyrimidinediamine. LCMS: purity: 84%; MS 363 (MH+)